This data is from the Open Reaction Database (ORD), a public repository of structured organic reaction records. The task is: describe an organic reaction: reactants, conditions, products, and yield Yields the product C(C)N1N=C(C=C1)C1=CC=C(C=C1)C(=O)N1CC=2N(CC3=C1C=CC=C3)C=CC2 ([4-(1-Ethyl-1H-pyrazol-3-yl)-phenyl]-(5H,11H-pyrrolo[2,1-c][1,4]-benzodiazepin-10-yl)-methanone). Reactants: N1N=C(C=C1)C1=CC=C(C=C1)C(=O)N1CC=2N(CC3=C1C=CC=C3)C=CC2 ([4-(1H-pyrazol-3-yl)-phenyl]-(5H,11H-pyrrolo[2,1-c][1,4]benzodiazepin-10-yl)-methanone), [H-].[Na+] (sodium hydride), C(C)I (ethyl iodide). Yield: 63.9%. The solvent is oil, CN(C=O)C (dimethylformamide). RXN SMILES: [NH:1]1[CH:5]=[CH:4][C:3]([C:6]2[CH:11]=[CH:10][C:9]([C:12]([N:14]3[C:20]4[CH:21]=[CH:22][CH:23]=[CH:24][C:19]=4[CH2:18][N:17]4[CH:25]=[CH:26][CH:27]=[C:16]4[CH2:15]3)=[O:13])=[CH:8][CH:7]=2)=[N:2]1.[H-].[Na+].[CH2:30](I)[CH3:31]>CN(C)C=O>[CH2:30]([N:1]1[CH:5]=[CH:4][C:3]([C:6]2[CH:11]=[CH:10][C:9]([C:12]([N:14]3[C:20]4[CH:21]=[CH:22][CH:23]=[CH:24][C:19]=4[CH2:18][N:17]4[CH:25]=[CH:26][CH:27]=[C:16]4[CH2:15]3)=[O:13])=[CH:8][CH:7]=2)=[N:2]1)[CH3:31] |f:1.2|. Procedure details: In the manner of Example 25, employing [4-(1H-pyrazol-3-yl)-phenyl]-(5H,11H-pyrrolo[2,1-c][1,4]benzodiazepin-10-yl)-methanone (1.0 g), 60% sodium hydride in oil (0.27 g), dimethylformamide (25 ml), and ethyl iodide (0.87 g), the title compound (0.69 g) was obtained as a crystalline solid, m.p. 180-183° C. Starting materials: NC1=C2NC(N(C2=NC(=N1)OCCCC)CCCBr)=O (6-Amino-9-(3-bromopropyl)-2-butoxy-7,9-dihydro-8H-purin-8-one), NCCCN1CCOCC1 (4-(3-aminopropyl)morpholine). The solvent is C(C)#N (acetonitrile). Yields the product NC1=C2NC(N(C2=NC(=N1)OCCCC)CCCNCCCN1CCOCC1)=O (6-Amino-2-butoxy-9-{3-[(3-morpholin-4-ylpropyl)amino]propyl}-7,9-dihydro-8H-purin-8-one). RXN SMILES: [NH2:1][C:2]1[N:10]=[C:9]([O:11][CH2:12][CH2:13][CH2:14][CH3:15])[N:8]=[C:7]2[C:3]=1[NH:4][C:5](=[O:20])[N:6]2[CH2:16][CH2:17][CH2:18]Br.[NH2:21][CH2:22][CH2:23][CH2:24][N:25]1[CH2:30][CH2:29][O:28][CH2:27][CH2:26]1>C(#N)C>[NH2:1][C:2]1[N:10]=[C:9]([O:11][CH2:12][CH2:13][CH2:14][CH3:15])[N:8]=[C:7]2[C:3]=1[NH:4][C:5](=[O:20])[N:6]2[CH2:16][CH2:17][CH2:18][NH:21][CH2:22][CH2:23][CH2:24][N:25]1[CH2:30][CH2:29][O:28][CH2:27][CH2:26]1. Procedure: The product of step (vii) (4 g) was suspended in acetonitrile (40 ml) and 4-(3-aminopropyl)morpholine (15 ml) was added. The mixture was stirred under reflux for 14 h. then the mixture evaporated under reduced pressure. The residue was purified by RPHPLC. Yield 3.59 g. Reactants: OC=1C=C2C=C(NC2=NC1)C (5-Hydroxy-2-methyl-7-azaindole), C(C1=CC=CC=C1)OC=1C(=C2C(=NC=NN2C1)Cl)C (6-benzyloxy-4-chloro-5-methyl-pyrrolo[2,1-f][1,2,4]triazine), C(=O)(C)C#N (AcCN). The product is C(C1=CC=CC=C1)OC=1C(=C2C(=NC=NN2C1)OC=1C=C2C(=NC1)NC(=C2)C)C (6-Benzyloxy-5-methyl-4-(2-methyl-1H-pyrrolo[2,3-b]pyridin-5-yloxy)-pyrrolo[2,1-f][1,2,4]triazine). RXN SMILES: [OH:1][C:2]1[CH:3]=[C:4]2[C:8](=[N:9][CH:10]=1)[NH:7][C:6]([CH3:11])=[CH:5]2.[CH2:12]([O:19][C:20]1[C:21]([CH3:30])=[C:22]2[N:27]([CH:28]=1)[N:26]=[CH:25][N:24]=[C:23]2Cl)[C:13]1[CH:18]=[CH:17][CH:16]=[CH:15][CH:14]=1.C(C#N)(C)=O>>[CH2:12]([O:19][C:20]1[C:21]([CH3:30])=[C:22]2[N:27]([CH:28]=1)[N:26]=[CH:25][N:24]=[C:23]2[O:1][C:2]1[CH:3]=[C:4]2[CH:5]=[C:6]([CH3:11])[NH:7][C:8]2=[N:9][CH:10]=1)[C:13]1[CH:14]=[CH:15][CH:16]=[CH:17][CH:18]=1. Reported procedure: 5-Hydroxy-2-methyl-7-azaindole was treated with of 6-benzyloxy-4-chloro-5-methyl-pyrrolo[2,1-f][1,2,4]triazine (see WO 0071129) by a method similar to the preparation of Example 1. 1H NMR (400 MHz, DMSO-d6) δ 8.02 (1H, br. s), 7.85 (1H, s), 7.83 (1H, s), 7.70 (1H, br. s), 7.41 (6H, m), 6.15 (1H, br. s), 5.12 (2H, s) 2.92 (3H, s), 2.42 (3H, s). m/z 386 (M+H)+, 427 (M++AcCN). Reactants: ClC=1C(=CC=C2CCNCC12)NC(C1=CC(=C(C=C1)OC)C(F)(F)F)=O (N-(8-chloro-1,2,3,4-tetrahydroisoquinolin-7-yl)-4-methoxy-3-trifluoromethylbenzamide), BrCCO[Si](C)(C)C(C)(C)C (2-bromoethoxy-tert-butyldimethylsilane). Run in CN(C=O)C (dimethylformamide). Run at temperature 80 celsius. Product: [Si](C)(C)(C(C)(C)C)OCCN1CC2=C(C(=CC=C2CC1)NC(C1=CC(=C(C=C1)OC)C(F)(F)F)=O)Cl (N-(2-(2-tert-butyldimethylsilyloxyethyl)-8-chloro-1,2,3,4-tetrahydroisoquinolin-7-yl)-4-methoxy-3-trifluoromethylbenzamide). The yield is 33.2%. As a reaction SMILES: [Cl:1][C:2]1[C:3]([NH:12][C:13](=[O:26])[C:14]2[CH:19]=[CH:18][C:17]([O:20][CH3:21])=[C:16]([C:22]([F:25])([F:24])[F:23])[CH:15]=2)=[CH:4][CH:5]=[C:6]2[C:11]=1[CH2:10][NH:9][CH2:8][CH2:7]2.Br[CH2:28][CH2:29][O:30][Si:31]([C:34]([CH3:37])([CH3:36])[CH3:35])([CH3:33])[CH3:32]>CN(C)C=O>[Si:31]([O:30][CH2:29][CH2:28][N:9]1[CH2:8][CH2:7][C:6]2[C:11](=[C:2]([Cl:1])[C:3]([NH:12][C:13](=[O:26])[C:14]3[CH:19]=[CH:18][C:17]([O:20][CH3:21])=[C:16]([C:22]([F:23])([F:24])[F:25])[CH:15]=3)=[CH:4][CH:5]=2)[CH2:10]1)([C:34]([CH3:37])([CH3:36])[CH3:35])([CH3:33])[CH3:32]. Procedure details: A mixture of N-(8-chloro-1,2,3,4-tetrahydroisoquinolin-7-yl)-4-methoxy-3-trifluoromethylbenzamide (0.192 g) and 2-bromoethoxy-tert-butyldimethylsilane (0.24 g) were combined in dimethylformamide and warmed to 80° C. for 18 h. Solvent was removed at reduced pressure, the residue dissolved in dichloromethane and washed with saturated sodium hydrogen carbonate. The organic phase was dried (MgSO4) and solvent removed at reduced pressure. The residue was column chromatographed (silica gel, ammonia/me... The reactants are BrCc1ccccc1, O=C([O-])[O-], CC#N, [K+], [K+], OCCC1CCCCN1. The product is OCCC1CCCCN1Cc1ccccc1. RXN SMILES: [Br:10][CH2:11][c:12]1[cH:13][cH:14][cH:15][cH:16][cH:17]1.[C:18](=[O:19])([O-:20])[O-:21].[CH3:24][C:25]#[N:26].[K+:22].[K+:23].[NH:1]1[CH:2]([CH2:7][CH2:8][OH:9])[CH2:3][CH2:4][CH2:5][CH2:6]1>>[N:1]1([CH2:11][c:12]2[cH:13][cH:14][cH:15][cH:16][cH:17]2)[CH:2]([CH2:7][CH2:8][OH:9])[CH2:3][CH2:4][CH2:5][CH2:6]1. RXN SMILES: [CH2:1]([c:2]1[cH:3][cH:4][cH:5][cH:6][cH:7]1)[S:8][C:9]([CH3:10])([CH3:11])[CH:12]1[CH2:13][CH:14]([CH2:24][S:25][CH2:26][c:27]2[cH:28][cH:29][cH:30][cH:31][cH:32]2)[C:15](=[O:16])[N:17]1[CH2:18][C:19](=[O:20])[O:21][CH2:22][CH3:23].[CH3:36][OH:37].[ClH:35].[K+:34].[OH-:33]>>[CH2:1]([c:2]1[cH:3][cH:4][cH:5][cH:6][cH:7]1)[S:8][C:9]([CH3:10])([CH3:11])[CH:12]1[CH2:13][CH:14]([CH2:24][S:25][CH2:26][c:27]2[cH:28][cH:29][cH:30][cH:31][cH:32]2)[C:15](=[O:16])[N:17]1[CH2:18][C:19](=[O:20])[OH:21]. The reactants are CCOC(=O)CN1C(=O)C(CSCc2ccccc2)CC1C(C)(C)SCc1ccccc1, CO, Cl, [K+], [OH-]. The product is CC(C)(SCc1ccccc1)C1CC(CSCc2ccccc2)C(=O)N1CC(=O)O. Reactants: C(C)(C)(C)OC(=O)N1C2CCC(C1C(C(CC1=CC=CC=C1)[N+](=O)[O-])O)C2COC (3-(1-hydroxy-2-nitro-3-phenylpropyl)-7-methoxymethyl-2-azabicyclo[2.2.1]heptane-2-carboxylic acid tert-butyl ester), [BH4-].[Na+] (sodium borohydride). The reagents and catalysts are [Ni](Cl)Cl (nickel (II) chloride). The solvent is CO (methanol). Conditions: time 5 minute. The product is C(C)(C)(C)OC(=O)N1C2CCC(C1C(C(CC1=CC=CC=C1)N)O)C2COC (3-(2-Amino-1-hydroxy-3-phenylpropyl)-7-methoxymethyl-2-azabicyclo[2.2.1]heptane-2-carboxylic acid tert-butyl ester). The yield is 81.8%. As a reaction SMILES: [C:1]([O:5][C:6]([N:8]1[CH:13]([CH:14]([OH:26])[CH:15]([N+:23]([O-])=O)[CH2:16][C:17]2[CH:22]=[CH:21][CH:20]=[CH:19][CH:18]=2)[CH:12]2[CH:27]([CH2:28][O:29][CH3:30])[CH:9]1[CH2:10][CH2:11]2)=[O:7])([CH3:4])([CH3:3])[CH3:2].[BH4-].[Na+]>CO.[Ni](Cl)Cl>[C:1]([O:5][C:6]([N:8]1[CH:13]([CH:14]([OH:26])[CH:15]([NH2:23])[CH2:16][C:17]2[CH:18]=[CH:19][CH:20]=[CH:21][CH:22]=2)[CH:12]2[CH:27]([CH2:28][O:29][CH3:30])[CH:9]1[CH2:10][CH2:11]2)=[O:7])([CH3:3])([CH3:2])[CH3:4] |f:1.2|. Procedure: Cool a mixture of 3-(1-hydroxy-2-nitro-3-phenylpropyl)-7-methoxymethyl-2-azabicyclo[2.2.1]heptane-2-carboxylic acid tert-butyl ester (0.320 g, 0.761 mmol) and nickel (II) chloride (0.150 g, 1.14 mmol) in methanol (10 mL) in a water bath and slowly add sodium borohydride (0.115 g, 3.04 mmol). After 5 min, quench the reaction with water and concentrate. Add ethyl acetate and water, then filter through a filtering agent and wash solid with ethyl acetate. Separate the layers and wash organic layer w... Starting materials: CN(C=O)C (N,N-dimethylformamide), O=P(Cl)(Cl)Cl (POCl3), C1CCCC12CCC(CC2)=O (spiro[4.5]decan-8-one). Solvent: ClCCl (dichloromethane), ClCCl (dichloromethane). Run at time 8 hour. The product is ClC1=C(CC2(CCCC2)CC1)C=O (8-chlorospiro[4.5]dec-7-ene-7-carbaldehyde). Reaction SMILES: CN(C)[CH:3]=[O:4].O=P(Cl)(Cl)[Cl:8].[CH2:11]1[C:15]2([CH2:20][CH2:19][C:18](=O)[CH2:17][CH2:16]2)[CH2:14][CH2:13][CH2:12]1>ClCCl>[Cl:8][C:18]1[CH2:19][CH2:20][C:15]2([CH2:14][CH2:13][CH2:12][CH2:11]2)[CH2:16][C:17]=1[CH:3]=[O:4]. Reported procedure: To a solution of N,N-dimethylformamide (2.81 mL) in dichloromethane (40 mL) was added dropwise POCl3 (2.78 mL) at 0° C. The reaction mixture was warmed up to room temperature and spiro[4.5]decan-8-one (3.95 g) in dichloromethane (5 mL) was added dropwise. The mixture was stirred overnight. The reaction was quenched with cold aqueous sodium acetate and the resulting mixture was extracted with ether and the organic layer was dried over Na2SO4, filtered, and concentrated to provide the title compou...